From a dataset of the Open Reaction Database (ORD), a public repository of structured organic reaction records. describe an organic reaction: reactants, conditions, products, and yield The reactants are O=C1c2ccccc2C(=O)N1CCO, C#CCBr, CO, CN(C)C=O, [H-], [Na+]. The product is C#CCOCCN1C(=O)c2ccccc2C1=O. Reaction SMILES: [C:1]1(=[O:14])[c:2]2[c:3]([cH:10][cH:11][cH:12][cH:13]2)[C:4](=[O:9])[N:5]1[CH2:6][CH2:7][OH:8].[CH2:17]([C:18]#[CH:19])[Br:20].[CH3:21][OH:22].[CH3:23][N:24]([CH3:25])[CH:26]=[O:27].[H-:16].[Na+:15]>>[C:1]1(=[O:14])[c:2]2[c:3]([cH:10][cH:11][cH:12][cH:13]2)[C:4](=[O:9])[N:5]1[CH2:6][CH2:7][O:8][CH2:19][C:18]#[CH:17]. The reactants are Cl, Nc1nccn2c(C3CCN(C(=O)OCc4ccccc4)CC3)nc(I)c12, O. The product is Nc1nccn2c(C3CCNCC3)nc(I)c12. As a reaction SMILES: [ClH:28].[NH2:1][c:2]1[c:3]2[n:4]([cH:5][cH:6][n:7]1)[c:8]([CH:12]1[CH2:13][CH2:14][N:15]([C:18]([O:19][CH2:20][c:21]3[cH:22][cH:23][cH:24][cH:25][cH:26]3)=[O:27])[CH2:16][CH2:17]1)[n:9][c:10]2[I:11].[OH2:29]>>[NH2:1][c:2]1[c:3]2[n:4]([cH:5][cH:6][n:7]1)[c:8]([CH:12]1[CH2:13][CH2:14][NH:15][CH2:16][CH2:17]1)[n:9][c:10]2[I:11].